This data is from the Open Reaction Database (ORD), a public repository of structured organic reaction records. The task is: describe an organic reaction: reactants, conditions, products, and yield Starting materials: NC1=CC(=C(C(=O)OCC)C=C1C#N)O (Ethyl 4-amino-5-cyano-2-hydroxybenzoate), [OH-].[Na+] (sodium hydroxide), Cl (hydrochloric acid). The solvent is O (water). Run at temperature 50 celsius, time 1 hour. The product is NC1=CC(=C(C(=O)O)C=C1C#N)O (4-Amino-5-cyano-2-hydroxybenzoic acid). The yield is 62.0%. As a reaction SMILES: [NH2:1][C:2]1[C:12]([C:13]#[N:14])=[CH:11][C:5]([C:6]([O:8]CC)=[O:7])=[C:4]([OH:15])[CH:3]=1.[OH-].[Na+].Cl>O>[NH2:1][C:2]1[C:12]([C:13]#[N:14])=[CH:11][C:5]([C:6]([OH:8])=[O:7])=[C:4]([OH:15])[CH:3]=1 |f:1.2|. Reported procedure: Ethyl 4-amino-5-cyano-2-hydroxybenzoate (3 g, 14.55 mmol) is treated with 60 ml of a 10% strength sodium hydroxide solution and the mixture is stirred at 50° C. for one hour. After cooling, the reaction solution is acidified with concentrated hydrochloric acid, diluted with water and the precipitate is filtered off with suction. The desired product is obtained after recrystallization from ethanol in 62% yield (1.6 g). The reactants are C1CCOC1, CN, CCOC(C)=O, Cc1cccc(C)c1NC(=O)CCl, Cl. Yields the product CNCC(=O)Nc1c(C)cccc1C. Reaction SMILES: [CH2:17]1[O:18][CH2:19][CH2:20][CH2:21]1.[CH3:1][NH2:2].[CH3:22][CH2:23][O:24][C:25]([CH3:26])=[O:27].[Cl:3][CH2:4][C:5](=[O:6])[NH:7][c:8]1[c:9]([CH3:15])[cH:10][cH:11][cH:12][c:13]1[CH3:14].[ClH:16]>>[CH3:1][NH:2][CH2:4][C:5](=[O:6])[NH:7][c:8]1[c:9]([CH3:15])[cH:10][cH:11][cH:12][c:13]1[CH3:14]. Starting materials: BrCc1ccccc1, O=C([O-])[O-], CC(C)=O, [K+], [K+], Cc1cc2cccc(O)c2[nH]c1=O. Yields the product Cc1cc2cccc(OCc3ccccc3)c2[nH]c1=O. Reaction SMILES: [Br:1][CH2:2][c:3]1[cH:4][cH:5][cH:6][cH:7][cH:8]1.[C:9](=[O:10])([O-:11])[O-:12].[CH3:28][C:29](=[O:30])[CH3:31].[K+:13].[K+:14].[OH:15][c:16]1[cH:17][cH:18][cH:19][c:20]2[cH:21][c:22]([CH3:27])[c:23](=[O:26])[nH:24][c:25]12>>[CH2:2]([c:3]1[cH:4][cH:5][cH:6][cH:7][cH:8]1)[O:15][c:16]1[cH:17][cH:18][cH:19][c:20]2[cH:21][c:22]([CH3:27])[c:23](=[O:26])[nH:24][c:25]12. The reactants are COC(=O)C(OC)c1ccc2nc(-c3ccc(Cl)cc3)oc2c1, [Na+], C1COCCO1, [OH-], O. The product is COC(C(=O)O)c1ccc2nc(-c3ccc(Cl)cc3)oc2c1. RXN SMILES: [Cl:1][c:2]1[cH:3][cH:4][c:5](-[c:8]2[o:9][c:10]3[c:11]([n:12]2)[cH:13][cH:14][c:15]([CH:17]([C:18](=[O:19])[O:20][CH3:21])[O:22][CH3:23])[cH:16]3)[cH:6][cH:7]1.[Na+:25].[O:26]1[CH2:27][CH2:28][O:29][CH2:30][CH2:31]1.[OH-:24].[OH2:32]>>[Cl:1][c:2]1[cH:3][cH:4][c:5](-[c:8]2[o:9][c:10]3[c:11]([n:12]2)[cH:13][cH:14][c:15]([CH:17]([C:18](=[O:19])[OH:20])[O:22][CH3:23])[cH:16]3)[cH:6][cH:7]1.